This data is from the Open Reaction Database (ORD), a public repository of structured organic reaction records. The task is: describe an organic reaction: reactants, conditions, products, and yield Reactants: O=C(Cl)C1CCC1, O=C(Cl)CCCCl, Clc1ccccc1CBr, FC(Br)c1ccccc1. Product: O=C(CCCCl)Cc1ccccc1Cl. As a reaction SMILES: [CH:26]1([C:27]([Cl:28])=[O:29])[CH2:30][CH2:31][CH2:32]1.[Cl:10][CH2:11][CH2:12][CH2:13][C:14](=[O:15])[Cl:16].[Cl:1][c:2]1[c:3]([CH2:4][Br:5])[cH:6][cH:7][cH:8][cH:9]1.[F:17][CH:18]([Br:19])[c:20]1[cH:21][cH:22][cH:23][cH:24][cH:25]1>>[Cl:1][c:2]1[c:3]([CH2:4][C:14]([CH2:13][CH2:12][CH2:11][Cl:10])=[O:15])[cH:6][cH:7][cH:8][cH:9]1.